Dataset: the Open Reaction Database (ORD), a public repository of structured organic reaction records. Task: describe an organic reaction: reactants, conditions, products, and yield The reactants are Cl (hydrochloric acid), solution, ClC1=C2C(=NC=C1C=1C=C(C=NC1)C(C(=O)N(C)C)=O)N(C=C2C2=C(C=CC=C2)OC)COCC[Si](C)(C)C (2-{5-[4-Chloro-3-(2-methoxy-phenyl)-1-(2-trimethylsilanyl-ethoxymethyl)-1H-pyrrolo[2,3-b]pyridin-5-yl]-pyridin-3-yl}-N,N-dimethyl-2-oxo-acetamide). Reagents/catalysts: [OH-].[Pd+2].[OH-] (Palladium hydroxide). Run in O (water), CO (methanol). Reaction conditions: temperature 23 celsius, time 15 hour. The product is ClC1=C2C(=NC=C1C=1C=C(C=NC1)C(C(=O)N(C)C)O)N(C=C2C2=C(C=CC=C2)OC)COCC[Si](C)(C)C (2-{5-[4-Chloro-3-(2-methoxy-phenyl)-1-(2-trimethylsilanyl-ethoxymethyl)-1H-pyrrolo[2,3-b]pyridin-5-yl]-pyridin-3-yl}-2-hydroxy-N,N-dimethyl-acetamide). Isolated yield 108.0%. RXN SMILES: [Cl:1][C:2]1[C:7]([C:8]2[CH:9]=[C:10]([C:14](=[O:20])[C:15]([N:17]([CH3:19])[CH3:18])=[O:16])[CH:11]=[N:12][CH:13]=2)=[CH:6][N:5]=[C:4]2[N:21]([CH2:32][O:33][CH2:34][CH2:35][Si:36]([CH3:39])([CH3:38])[CH3:37])[CH:22]=[C:23]([C:24]3[CH:29]=[CH:28][CH:27]=[CH:26][C:25]=3[O:30][CH3:31])[C:3]=12.Cl>CO.O.[OH-].[Pd+2].[OH-]>[Cl:1][C:2]1[C:7]([C:8]2[CH:9]=[C:10]([CH:14]([OH:20])[C:15]([N:17]([CH3:19])[CH3:18])=[O:16])[CH:11]=[N:12][CH:13]=2)=[CH:6][N:5]=[C:4]2[N:21]([CH2:32][O:33][CH2:34][CH2:35][Si:36]([CH3:39])([CH3:37])[CH3:38])[CH:22]=[C:23]([C:24]3[CH:29]=[CH:28][CH:27]=[CH:26][C:25]=3[O:30][CH3:31])[C:3]=12 |f:4.5.6|. Procedure details: 2-{5-[4-Chloro-3-(2-methoxy-phenyl)-1-(2-trimethylsilanyl-ethoxymethyl)-1H-pyrrolo[2,3-b]pyridin-5-yl]-pyridin-3-yl}-N,N-dimethyl-2-oxo-acetamide (57 mg, 0.129 mmol) was dissolved in methanol (7 mL), and hydrochloric acid solution was added (774 μL, 0.774 mmol, 1.0 M solution in water). The flask was purged with nitrogen gas before and after addition of Palladium hydroxide (1.8 mg, 0.013 mmol, 20 weight % on carbon, wet) The flask was purged with hydrogen gas and allowed to stir for 15 hours at ... Reactants: O=C([O-])[O-], CCOC(=O)C(Cc1ccc(O)cc1)OCC, CC(C)=O, ClCC=CC#Cc1ccccc1, [I-], [K+], [K+], [K+], O. Yields the product CCOC(=O)C(Cc1ccc(OCC=CC#Cc2ccccc2)cc1)OCC. RXN SMILES: [C:30](=[O:31])([O-:32])[O-:33].[CH2:13]([CH3:14])[O:15][C:16]([CH:17]([CH2:18][c:19]1[cH:20][cH:21][c:22]([OH:25])[cH:23][cH:24]1)[O:26][CH2:27][CH3:28])=[O:29].[CH3:38][C:39](=[O:40])[CH3:41].[Cl:1][CH2:2][CH:3]=[CH:4][C:5]#[C:6][c:7]1[cH:8][cH:9][cH:10][cH:11][cH:12]1.[I-:37].[K+:34].[K+:35].[K+:36].[OH2:42]>>[CH2:2]([CH:3]=[CH:4][C:5]#[C:6][c:7]1[cH:8][cH:9][cH:10][cH:11][cH:12]1)[O:25][c:22]1[cH:21][cH:20][c:19]([CH2:18][CH:17]([C:16]([O:15][CH2:13][CH3:14])=[O:29])[O:26][CH2:27][CH3:28])[cH:24][cH:23]1. Starting materials: FC1=CC=C(C=C1)C1CCNCC1 (4-(4-fluorophenyl)-piperidine), BrCCC(=O)OCC (ethyl 3-bromopropionate), C([O-])([O-])=O.[K+].[K+] (potassium carbonate). Reported procedure: A mixture of 4-(4-fluorophenyl)-piperidine (15 g), ethyl 3-bromopropionate (20 g), and potassium carbonate (14 g) in methyl isobutyl ketone was refluxed for 16 h. Filtration and removal of solvent in vacuo gave 26 g of crude ethyl 3-(4-(4-fluorophenyl)-1-piperidyl)propionate as an oil which was used directly in the next step. Yield: 111.2%. Run in C(C(C)C)C(=O)C (methyl isobutyl ketone). Yields the product FC1=CC=C(C=C1)C1CCN(CC1)CCC(=O)OCC (ethyl 3-(4-(4-fluorophenyl)-1-piperidyl)propionate). As a reaction SMILES: [F:1][C:2]1[CH:7]=[CH:6][C:5]([CH:8]2[CH2:13][CH2:12][NH:11][CH2:10][CH2:9]2)=[CH:4][CH:3]=1.Br[CH2:15][CH2:16][C:17]([O:19][CH2:20][CH3:21])=[O:18].C(=O)([O-])[O-].[K+].[K+]>C(C(C)=O)C(C)C>[F:1][C:2]1[CH:7]=[CH:6][C:5]([CH:8]2[CH2:9][CH2:10][N:11]([CH2:15][CH2:16][C:17]([O:19][CH2:20][CH3:21])=[O:18])[CH2:12][CH2:13]2)=[CH:4][CH:3]=1 |f:2.3.4|. Reactants: C1(CCCC1)N1N=CC=C1C1=NC=CC=C1CO ((2-(1-cyclopentyl-1H-pyrazol-5-yl)pyridin-3-yl)methanol), O=S(Cl)Cl (SOCl2). Run in C(Cl)Cl (DCM). Reaction conditions: time 15 minute. Yields the product Cl.ClCC=1C(=NC=CC1)C1=CC=NN1C1CCCC1 (3-(chloromethyl)-2-(1-cyclopentyl-1H-pyrazol-5-yl)pyridine hydrochloride). As a reaction SMILES: [CH:1]1([N:6]2[C:10]([C:11]3[C:16]([CH2:17]O)=[CH:15][CH:14]=[CH:13][N:12]=3)=[CH:9][CH:8]=[N:7]2)[CH2:5][CH2:4][CH2:3][CH2:2]1.O=S(Cl)[Cl:21]>C(Cl)Cl>[ClH:21].[Cl:21][CH2:17][C:16]1[C:11]([C:10]2[N:6]([CH:1]3[CH2:5][CH2:4][CH2:3][CH2:2]3)[N:7]=[CH:8][CH:9]=2)=[N:12][CH:13]=[CH:14][CH:15]=1 |f:3.4|. Reported procedure: To a solution of (2-(1-cyclopentyl-1H-pyrazol-5-yl)pyridin-3-yl)methanol (301 mg, 1.24 mmol) in DCM (3 mL) was added SOCl2 (3 eq) at 0° C. The reaction mixture was stirred at RT for 15 mins (thew reaction was done in 10 mins by LCMS) and concentrated to dryness. The crude solid was suspended in toluene and concentrated to dryness. The process was repeated three times and dried under vacuum to give 3-(chloromethyl)-2-(1-cyclopentyl-1H-pyrazol-5-yl)pyridine hydrochloride (305 mg) as an off-white s... Starting materials: CO, Cl, C1COCCO1, O=C(O)C=Cc1cncnc1. The product is COC(=O)C=Cc1cncnc1. Reaction SMILES: [CH3:12][OH:13].[ClH:14].[O:15]1[CH2:16][CH2:17][O:18][CH2:19][CH2:20]1.[n:1]1[cH:2][n:3][cH:4][c:5]([CH:7]=[CH:8][C:9](=[O:10])[OH:11])[cH:6]1>>[n:1]1[cH:2][n:3][cH:4][c:5]([CH:7]=[CH:8][C:9](=[O:10])[O:11][CH3:12])[cH:6]1. Product: CN1CC=C(c2ccc([N+](=O)[O-])nc2)CC1. Starting materials: O=[N+]([O-])c1ccc(Br)cn1, O=C([O-])[O-], CN1CC=C(B2OC(C)(C)C(C)(C)O2)CC1, ClCCl, [Na+], [Na+], C1COCCO1, c1ccc(P(c2ccccc2)(c2ccccc2)[Pd](P(c2ccccc2)(c2ccccc2)c2ccccc2)(P(c2ccccc2)(c2ccccc2)c2ccccc2)P(c2ccccc2)(c2ccccc2)c2ccccc2)cc1. Reaction SMILES: [Br:17][c:18]1[cH:19][cH:20][c:21]([N+:24](=[O:25])[O-:26])[n:22][cH:23]1.[C:27](=[O:28])([O-:29])[O-:30].[CH3:1][N:2]1[CH2:3][CH2:4][C:5]([B:8]2[O:9][C:10]([CH3:11])([CH3:12])[C:13]([CH3:14])([CH3:15])[O:16]2)=[CH:6][CH2:7]1.[Cl:116][CH2:117][Cl:118].[Na+:31].[Na+:32].[O:33]1[CH2:34][CH2:35][O:36][CH2:37][CH2:38]1.[cH:39]1[cH:40][cH:41][c:42]([P:43]([Pd:44]([P:45]([c:46]2[cH:47][cH:48][cH:49][cH:50][cH:51]2)([c:52]2[cH:53][cH:54][cH:55][cH:56][cH:57]2)[c:58]2[cH:59][cH:60][cH:61][cH:62][cH:63]2)([P:64]([c:65]2[cH:66][cH:67][cH:68][cH:69][cH:70]2)([c:71]2[cH:72][cH:73][cH:74][cH:75][cH:76]2)[c:77]2[cH:78][cH:79][cH:80][cH:81][cH:82]2)[P:83]([c:84]2[cH:85][cH:86][cH:87][cH:88][cH:89]2)([c:90]2[cH:91][cH:92][cH:93][cH:94][cH:95]2)[c:96]2[cH:97][cH:98][cH:99][cH:100][cH:101]2)([c:102]2[cH:103][cH:104][cH:105][cH:106][cH:107]2)[c:108]2[cH:109][cH:110][cH:111][cH:112][cH:113]2)[cH:114][cH:115]1>>[CH3:1][N:2]1[CH2:3][CH2:4][C:5]([c:18]2[cH:19][cH:20][c:21]([N+:24](=[O:25])[O-:26])[n:22][cH:23]2)=[CH:6][CH2:7]1. Reactants: CCOC(C)=O, O=C(CN(CC(O)c1cccc(Br)c1)S(=O)(=O)c1ccccc1)Nc1ccccc1, c1ccc(P(c2ccccc2)c2ccccc2)cc1. The product is O=C1CN(S(=O)(=O)c2ccccc2)CC(c2cccc(Br)c2)N1c1ccccc1. As a reaction SMILES: [CH2:50]([O:51][C:52](=[O:53])[CH3:54])[CH3:55].[c:1]1([S:7](=[O:8])(=[O:9])[N:10]([CH2:11][C:12](=[O:13])[NH:14][c:15]2[cH:16][cH:17][cH:18][cH:19][cH:20]2)[CH2:21][CH:22]([OH:23])[c:24]2[cH:25][c:26]([Br:30])[cH:27][cH:28][cH:29]2)[cH:2][cH:3][cH:4][cH:5][cH:6]1.[c:31]1([P:32]([c:33]2[cH:34][cH:35][cH:36][cH:37][cH:38]2)[c:39]2[cH:40][cH:41][cH:42][cH:43][cH:44]2)[cH:45][cH:46][cH:47][cH:48][cH:49]1>>[c:1]1([S:7](=[O:8])(=[O:9])[N:10]2[CH2:11][C:12](=[O:13])[N:14]([c:15]3[cH:16][cH:17][cH:18][cH:19][cH:20]3)[CH:22]([c:24]3[cH:25][c:26]([Br:30])[cH:27][cH:28][cH:29]3)[CH2:21]2)[cH:2][cH:3][cH:4][cH:5][cH:6]1. Starting materials: C=O (formaldehyde), CN1C[C@@H](C[C@@H]2C=3C=CC=C4NC=C(C[C@@H]12)C34)C(=O)NC3=NC=CN=C3 (6-methyl-N-pyrazinylergoline-8β-carboxamide), [OH-].[Na+] (sodium hydroxide). Run in O (water), C(C)(=O)O (acetic acid). Reaction conditions: time 3 hour. Product: OCN1C=C2C[C@H]3N(C[C@@H](C[C@@H]3C=3C=CC=C1C32)C(=O)NC3=NC=CN=C3)C (1-hydroxymethyl-6-methyl-N-pyrazinylergoline-8β-carboxamide). As a reaction SMILES: [CH3:1][N:2]1[C@H:16]2[C@@H:6]([C:7]3[CH:8]=[CH:9][CH:10]=[C:11]4[C:17]=3[C:14]([CH2:15]2)=[CH:13][NH:12]4)[CH2:5][C@@H:4]([C:18]([NH:20][C:21]2[CH:26]=[N:25][CH:24]=[CH:23][N:22]=2)=[O:19])[CH2:3]1.[CH2:27]=[O:28].[OH-].[Na+]>C(O)(=O)C.O>[OH:28][CH2:27][N:12]1[C:11]2[C:17]3[C:14]([CH2:15][C@@H:16]4[C@@H:6]([C:7]=3[CH:8]=[CH:9][CH:10]=2)[CH2:5][C@@H:4]([C:18]([NH:20][C:21]2[CH:26]=[N:25][CH:24]=[CH:23][N:22]=2)=[O:19])[CH2:3][N:2]4[CH3:1])=[CH:13]1 |f:2.3|. Reported procedure: 4 g of 6-Methyl-N-pyrazinylergoline-8β-carboxamide (see Example 1) dissolved in 42 ml of acetic acid are placed in a three-necked bottle and diluted with 200 ml of water. 42 ml of an aqueous formaldehyde solution (35% of weight) are added. The mixture is stirred for three hours at 60°-70°, cooled to 20°, adjusted to a pH-value of 8 with a 5N sodium hydroxide solution and extracted with methylene chloride. After evaporation of the solvent, 3.28 g of the obtained crude product, 1-hydroxymethyl-6-m...